From a dataset of the Open Reaction Database (ORD), a public repository of structured organic reaction records. describe an organic reaction: reactants, conditions, products, and yield Starting materials: OC1=CC2=CC(=CC=C2C=C1)O (2,7-dihydroxynaphthalene), ClC(=O)OCC#C (propargyl chloroformate). The product is C(C#C)OC(=O)OC1=CC2=CC(=CC=C2C=C1)OC(=O)OCC#C (2,7-Bis(propargyloxycarbonyloxy)naphthalene). The yield is 83.6%. RXN SMILES: [OH:1][C:2]1[CH:11]=[CH:10][C:9]2[C:4](=[CH:5][C:6]([OH:12])=[CH:7][CH:8]=2)[CH:3]=1.Cl[C:14]([O:16][CH2:17][C:18]#[CH:19])=[O:15]>>[CH2:17]([O:16][C:14]([O:1][C:2]1[CH:11]=[CH:10][C:9]2[C:4](=[CH:5][C:6]([O:12][C:14]([O:16][CH2:17][C:18]#[CH:19])=[O:15])=[CH:7][CH:8]=2)[CH:3]=1)=[O:15])[C:18]#[CH:19]. Procedure details: Analogous to Example 19, 2,7-dihydroxynaphthalene was reacted with propargyl chloroformate to produce the title compound. Yield was 83.6% theory. m.p. 94°-96° C. IR (cm-1) 3330, 2100, 1755, 1610, 1510 1H-NMR (δ, ppm) 2.42 (CH≡C--), 4.86 (≡C--CH2 --), 7.20, 8.10 (Ph)